Dataset: the Open Reaction Database (ORD), a public repository of structured organic reaction records. Task: describe an organic reaction: reactants, conditions, products, and yield Reactants: N (ammonia), ClC1=C(C=CC(=C1)CC(C)=O)S(=O)(=O)Cl (2-Chloro-4-(2-oxo-propyl)-benzenesulfonyl chloride). Run in O1CCCC1 (tetrahydrofuran). Yields the product ClC1=C(C=CC(=C1)CC(C)=O)S(=O)(=O)N (2-Chloro-4-(2-oxo-propyl)-benzenesulfonamide). RXN SMILES: [NH3:1].[Cl:2][C:3]1[CH:8]=[C:7]([CH2:9][C:10](=[O:12])[CH3:11])[CH:6]=[CH:5][C:4]=1[S:13](Cl)(=[O:15])=[O:14]>O1CCCC1>[Cl:2][C:3]1[CH:8]=[C:7]([CH2:9][C:10](=[O:12])[CH3:11])[CH:6]=[CH:5][C:4]=1[S:13]([NH2:1])(=[O:15])=[O:14]. Reported procedure: Aqueous ammonia solution (5 ml) is added to a stirred solution of the crude sulfonyl chloride (23b) (0.70 g, 2.62 mmol) in tetrahydrofuran (100 ml) at 0° C. After 2 hours the reaction mixture is concentrated in vacuo. The residue is diluted with water (100 ml) and extracted with ethyl acetate (100 ml). The organic extract is dried (MgSO4) and the solvent removed to give an oil. Purification by chromatography on silica, eluting with ethyl acetate, affords the title compound (0.154 g). Starting materials: N1=CC=CC=C1 (pyridine), C(#N)CCCCCCC(C(CO)COC)C(C)O (3-(6-cyanohexyl)-2-methoxymethyl-1,4-pentanediol). The reagents and catalysts are [O-2].[O-2].[O-2].[Cr+6] (chromium trioxide). Solvent: ClCCl (dichloromethane), ClCCl (dichloromethane). Reaction conditions: time 15 minute. The product is C(#N)CCCCCCC(C(C=O)COC)C(=O)C (3-(6-cyanohexyl)-2-methoxymethyl levulinaldehyde). Isolated yield 78.0%. As a reaction SMILES: N1C=CC=CC=1.[C:7]([CH2:9][CH2:10][CH2:11][CH2:12][CH2:13][CH2:14][CH:15]([CH:22]([OH:24])[CH3:23])[CH:16]([CH2:19][O:20][CH3:21])[CH2:17][OH:18])#[N:8]>[O-2].[O-2].[O-2].[Cr+6].ClCCl>[C:7]([CH2:9][CH2:10][CH2:11][CH2:12][CH2:13][CH2:14][CH:15]([C:22]([CH3:23])=[O:24])[CH:16]([CH2:19][O:20][CH3:21])[CH:17]=[O:18])#[N:8] |f:2.3.4.5|. Procedure: To a mixture of 1.874 g. of pyridine (dried over barium oxide) and 60 ml. of dichloromethane (dried over calcium chloride) was added in one portion 1.237 g. of chromium trioxide (dried over phosphorus pentoxide). The mixture was stirred at room temperature for 15 mins. then 0.255 g. of 3-(6-cyanohexyl)-2-methoxymethyl-1,4-pentanediol in 5 ml. of dry dichloromethane was added in one portion. The reaction mixture was stirred at room temperature for 0.5 hr., at the end of which the supernatant was ... Starting materials: CC(C(=O)NC1=NC(=CC=C1)C)(C)C (2-(trimethylacetamido)-6-methylpyridine), N(=NC(C#N)(C)C)C(C#N)(C)C (2,2'-azobisisobutyronitrile), SC=1NC2=C(N1)C=CC=C2 (2-mercaptobenzimidazole), C(Cl)(Cl)(Cl)Cl (carbon tetrachloride), BrN1C(CCC1=O)=O (N-bromosuccinimide). Solvent: C(C)(C)O (isopropyl alcohol). Yields the product O.N1C(=NC2=C1C=CC=C2)SCC2=CC=CC(=N2)N.N2C(=NC1=C2C=CC=C1)SCC1=CC=CC(=N1)N (6-[(1H-benzimidazol-2-ylthio)methyl]-2-pyridinamine hemihydrate). Reaction SMILES: CC(C)(C)C([NH:5][C:6]1[CH:11]=[CH:10][CH:9]=[C:8]([CH3:12])[N:7]=1)=[O:4].C(Cl)(Cl)(Cl)Cl.BrN1C(=O)CCC1=O.N(C(C)(C)C#N)=NC(C)(C)C#N.[SH:40][C:41]1[NH:42][C:43]2[CH:49]=[CH:48][CH:47]=[CH:46][C:44]=2[N:45]=1>C(O)(C)C>[OH2:4].[NH:42]1[C:43]2[CH:49]=[CH:48][CH:47]=[CH:46][C:44]=2[N:45]=[C:41]1[S:40][CH2:12][C:8]1[N:7]=[C:6]([NH2:5])[CH:11]=[CH:10][CH:9]=1.[NH:42]1[C:43]2[CH:49]=[CH:48][CH:47]=[CH:46][C:44]=2[N:45]=[C:41]1[S:40][CH2:12][C:8]1[N:7]=[C:6]([NH2:5])[CH:11]=[CH:10][CH:9]=1 |f:6.7.8|. Reported procedure: To a cold (ca. 0°) solution of 86.4 g (0.88 mole) of 2-amino-6-methylpyridine and 101 g (0.96 mole) of triethylamine in 1.0 liter of dichloromethane was added dropwise a solution of 106.1 g (0.88 mole) of trimethylacetyl chloride in 100 ml of dichloromethane. After stirring an hour after addition was completed, the mixture was poured into water and the layers separated. The aqueous layer was extracted with dichloromethane. The organic layers were combined and washed with water, dried over magnes... Reactants: C(C)(C)(C)OC(=O)N1CCN(CC1)C1=CC=C(C=C1)[N+](=O)[O-] (4-(4-nitro-phenyl)-piperazine-1-carboxylic acid tert-butyl ester), ClN1C(CCC1=O)=O (N-chlorosuccinimide). The solvent is C(C)(C)O (isopropanol). Reaction conditions: temperature 50 celsius, time 6 hour. Product: C(C)(C)(C)OC(=O)N1C(CN(CC1)C1=CC=C(C=C1)[N+](=O)[O-])Cl (2-Chloro-4-(4-nitro-phenyl)-piperazine-1-carboxylic acid tert-butyl ester). As a reaction SMILES: [C:1]([O:5][C:6]([N:8]1[CH2:13][CH2:12][N:11]([C:14]2[CH:19]=[CH:18][C:17]([N+:20]([O-:22])=[O:21])=[CH:16][CH:15]=2)[CH2:10][CH2:9]1)=[O:7])([CH3:4])([CH3:3])[CH3:2].[Cl:23]N1C(=O)CCC1=O>C(O)(C)C>[C:1]([O:5][C:6]([N:8]1[CH2:13][CH2:12][N:11]([C:14]2[CH:15]=[CH:16][C:17]([N+:20]([O-:22])=[O:21])=[CH:18][CH:19]=2)[CH2:10][CH:9]1[Cl:23])=[O:7])([CH3:4])([CH3:2])[CH3:3]. Reported procedure: To a solution of 1.25 g (4 mmol) of 4-(4-nitro-phenyl)-piperazine-1-carboxylic acid tert-butyl ester (Example 75c) in 10 ml of isopropanol are added 0.72 g (4.2 mmol) of N-chlorosuccinimide. The solution is stirred for 6 h at 50° C. After this time, the solution is evaporated to dryness and the residue is dissolved in 100 ml of EtOAc. The solution is extracted with water, dried over MgSO4 and evaporated to dryness to provide the title compound: ES-MS: 342.2, 344.2 (M+H)+; analytical HPLC: tret=5... Reactants: S(=O)(=O)(OC)OC (dimethyl sulphate), CS(=O)C (dimethyl sulphoxide). The product is COS(=O)(=O)[O-].C[S+](=O)(C)C (trimethyloxosulphonium methyl sulphate). Reaction SMILES: [S:1]([O:6]C)([O:4][CH3:5])(=[O:3])=[O:2].[CH3:8][S:9]([CH3:11])=[O:10]>>[CH3:5][O:4][S:1]([O-:6])(=[O:3])=[O:2].[CH3:8][S+:9]([CH3:5])([CH3:11])=[O:10] |f:2.3|. Procedure details: which comprises contacting dimethyl sulphoxide with dimethyl sulphate at a temperature of at least 100° C., whereby to form trimethyloxosulphonium methyl sulphate of the formula Starting materials: Cl (HCl), BrC=1C=C2C(CCOC2=CC1)=NS(=O)C(C)(C)C (N-(6-Bromochroman-4-ylidene)-2-methylpropane-2-sulfinamide), BrC=1C=C2C(CCOC2=CC1)=NS(=O)C(C)(C)C (N-(6-Bromochroman-4-ylidene)-2-methylpropane-2-sulfinamide). Run in O1CCOCC1 (dioxane), CCOCC (Et2O), O1CCOCC1 (dioxane). Conditions: time 12 hour. The product is BrC=1C=C2C(CCOC2=CC1)=N (6-bromochroman-4-imine). The yield is 95.0%. RXN SMILES: [Br:1][C:2]1[CH:3]=[C:4]2[C:9](=[CH:10][CH:11]=1)[O:8][CH2:7][CH2:6][C:5]2=[N:12]S(C(C)(C)C)=O.Cl>O1CCOCC1.CCOCC>[Br:1][C:2]1[CH:3]=[C:4]2[C:9](=[CH:10][CH:11]=1)[O:8][CH2:7][CH2:6][C:5]2=[NH:12]. Procedure details: N-(6-Bromochroman-4-ylidene)-2-methylpropane-2-sulfinamide (2.0 g, 6.0 mmol, Intermediate 1) was dissolved in dry dioxane (2 mL), and 4M HCl in dioxane (15 mL, 60.00 mmol) was added. A white precipitate started to form. The mixture was stirred at r.t. for 12 h. The mixture was diluted with dry Et2O (50 mL) and vacuum filtered. The filter cake was washed with dry Et2O (50 mL), then immediately dissolved by shaking in NaHCO3 (aq) and CH2Cl2. The organic phase was dried (K2CO3) and evaporated to gi... Reactants: NC1=CC=C(C=N1)[C@H]1C[C@H](N(C1)C(=O)OC(C)(C)C)CO ((2S,4R)-tert-butyl 4-(6-aminopyridin-3-yl)-2-(hydroxymethyl)pyrrolidine-1-carboxylate), C1CC(=O)N(C1=O)Br (NBS), [O-]S(=O)(=S)[O-].[Na+].[Na+] (Na2S2O3), C(=O)(O)[O-].[Na+] (NaHCO3). Run in CC#N (MeCN), C(C)(=O)OCC (ethyl acetate). Conditions: time 10 minute. Yields the product NC1=C(C=C(C=N1)[C@H]1C[C@H](N(C1)C(=O)OC(C)(C)C)CO)Br ((2S,4R)-tert-butyl 4-(6-amino-5-bromopyridin-3-yl)-2-(hydroxymethyl)pyrrolidine-1-carboxylate). Yield: 99.4%. As a reaction SMILES: [NH2:1][C:2]1[N:7]=[CH:6][C:5]([C@@H:8]2[CH2:12][N:11]([C:13]([O:15][C:16]([CH3:19])([CH3:18])[CH3:17])=[O:14])[C@H:10]([CH2:20][OH:21])[CH2:9]2)=[CH:4][CH:3]=1.C1C(=O)N([Br:29])C(=O)C1.C([O-])(O)=O.[Na+].[O-]S([O-])(=S)=O.[Na+].[Na+]>CC#N.C(OCC)(=O)C>[NH2:1][C:2]1[N:7]=[CH:6][C:5]([C@@H:8]2[CH2:12][N:11]([C:13]([O:15][C:16]([CH3:17])([CH3:18])[CH3:19])=[O:14])[C@H:10]([CH2:20][OH:21])[CH2:9]2)=[CH:4][C:3]=1[Br:29] |f:2.3,4.5.6|. Procedure details: A solution of (2S,4R)-tert-butyl 4-(6-aminopyridin-3-yl)-2-(hydroxymethyl)pyrrolidine-1-carboxylate (230 mg, 0.784 mmol) in MeCN (10 mL) was treated with NBS (147 mg, 0.823 mmol). After 10 min, the reaction was complete. The reaction was treated with 10 mL 1:1 sat. aq. NaHCO3:sat.aq. Na2S2O3 and the mixture was stirred vigorously for 10 min. The mixture was diluted with ethyl acetate (30 mL) and the layers were separated. The organics were washed with brine, dried over magnesium sulfate and conc...